describe an organic reaction: reactants, conditions, products, and yield From a dataset of the Open Reaction Database (ORD), a public repository of structured organic reaction records. Reactants: Cc1ccccc1, O=C(O)CNC(=O)OCC(Cl)(Cl)Cl, O=S(Cl)Cl. Yields the product O=C(Cl)CNC(=O)OCC(Cl)(Cl)Cl. Reaction SMILES: [CH3:18][c:19]1[cH:20][cH:21][cH:22][cH:23][cH:24]1.[Cl:1][C:2]([CH2:3][O:4][C:5](=[O:6])[NH:7][CH2:8][C:9](=[O:10])[OH:11])([Cl:12])[Cl:13].[S:14]([Cl:15])([Cl:16])=[O:17]>>[Cl:1][C:2]([CH2:3][O:4][C:5](=[O:6])[NH:7][CH2:8][C:9](=[O:10])[Cl:16])([Cl:12])[Cl:13]. Reactants: Brc1cccnc1, COc1cc2c(c3c1OC(C)(C)C3)C(c1cccc(N)c1)=NC(C)(C)C2, CC(C)(C)[O-], Cc1ccccc1, [Na+], O=C(C=Cc1ccccc1)C=Cc1ccccc1, O=C(C=Cc1ccccc1)C=Cc1ccccc1, O=C(C=Cc1ccccc1)C=Cc1ccccc1, O, [Pd], [Pd], c1ccc(P(c2ccccc2)c2ccc3ccccc3c2-c2c(P(c3ccccc3)c3ccccc3)ccc3ccccc23)cc1. Product: COc1cc2c(c3c1OC(C)(C)C3)C(c1cccc(Nc3cccnc3)c1)=NC(C)(C)C2. Reaction SMILES: [Br:27][c:28]1[cH:29][n:30][cH:31][cH:32][cH:33]1.[CH3:1][O:2][c:3]1[cH:4][c:5]2[c:10]([c:11]3[c:12]1[O:13][C:14]([CH3:16])([CH3:17])[CH2:15]3)[C:9]([c:18]1[cH:19][c:20]([NH2:24])[cH:21][cH:22][cH:23]1)=[N:8][C:7]([CH3:25])([CH3:26])[CH2:6]2.[CH3:34][C:35]([CH3:36])([O-:37])[CH3:38].[CH3:86][c:87]1[cH:88][cH:89][cH:90][cH:91][cH:92]1.[Na+:39].[O:113]=[C:114]([CH:115]=[CH:116][c:117]1[cH:118][cH:119][cH:120][cH:121][cH:122]1)[CH:123]=[CH:124][c:125]1[cH:126][cH:127][cH:128][cH:129][cH:130]1.[O:131]=[C:132]([CH:133]=[CH:134][c:135]1[cH:136][cH:137][cH:138][cH:139][cH:140]1)[CH:141]=[CH:142][c:143]1[cH:144][cH:145][cH:146][cH:147][cH:148]1.[O:95]=[C:96]([CH:97]=[CH:98][c:99]1[cH:100][cH:101][cH:102][cH:103][cH:104]1)[CH:105]=[CH:106][c:107]1[cH:108][cH:109][cH:110][cH:111][cH:112]1.[OH2:149].[Pd:93].[Pd:94].[c:40]1([P:41]([c:42]2[cH:43][cH:44][cH:45][cH:46][cH:47]2)[c:48]2[cH:49][cH:50][c:51]3[c:52]([cH:53][cH:54][cH:55][cH:56]3)[c:57]2-[c:58]2[c:59]3[c:60]([cH:61][cH:62][cH:63][cH:64]3)[cH:65][cH:66][c:67]2[P:68]([c:69]2[cH:70][cH:71][cH:72][cH:73][cH:74]2)[c:75]2[cH:76][cH:77][cH:78][cH:79][cH:80]2)[cH:81][cH:82][cH:83][cH:84][cH:85]1>>[CH3:1][O:2][c:3]1[cH:4][c:5]2[c:10]([c:11]3[c:12]1[O:13][C:14]([CH3:16])([CH3:17])[CH2:15]3)[C:9]([c:18]1[cH:19][c:20]([NH:24][c:28]3[cH:29][n:30][cH:31][cH:32][cH:33]3)[cH:21][cH:22][cH:23]1)=[N:8][C:7]([CH3:25])([CH3:26])[CH2:6]2. Reactants: CN(C=O)C (N,N-dimethylformamide), ClC1=NC=C(C(=O)O)C=C1 (6-chloronicotinic acid), C(C#CC)O (2-butyne-1-ol), [H-].[Na+] (sodium hydride), saturated saline solution. Run in C(C)(=O)O (acetic acid), ice water. Conditions: time 1 hour. Product: C(C#CC)OC1=NC=C(C(=O)O)C=C1 (6-(2-butynyloxy)nicotinic acid). Isolated yield 26.4%. As a reaction SMILES: CN(C)C=O.Cl[C:7]1[CH:15]=[CH:14][C:10]([C:11]([OH:13])=[O:12])=[CH:9][N:8]=1.[CH2:16]([OH:20])[C:17]#[C:18][CH3:19].[H-].[Na+]>C(O)(=O)C>[CH2:16]([O:20][C:7]1[CH:15]=[CH:14][C:10]([C:11]([OH:13])=[O:12])=[CH:9][N:8]=1)[C:17]#[C:18][CH3:19] |f:3.4|. Procedure details: To 70 ml of N,N-dimethylformamide, 3.00 g (19 mmol) of 6-chloronicotinic acid and 2.00 g (29 mmol) of 2-butyne-1-ol were dissolved, followed by adding 1.80 g (45 mmol) of 60% sodium hydride, stirring at room temperature for 1 hour and stirring at 140° C. for 3 hours. The reaction liquid was then poured in 150 ml of ice water, and acetic acid was added to make pH 5, followed by adding 50 ml of a saturated saline solution. The crystal precipitated was filtered, washed with cold water and hexane an...